From a dataset of the Open Reaction Database (ORD), a public repository of structured organic reaction records. describe an organic reaction: reactants, conditions, products, and yield The reactants are N#N (N2), C(CCCCCCC)(=O)Cl (octanoyl chloride), SCCC[Si](OCC)(OCC)OCC (3-mercaptopropyltriethoxysilane), [SiH4] (silane), acid chloride. The solvent is C(C)N(CC)CC (triethylamine), CCCCCC (hexane). Yields the product C(CCCCCCC)(=O)SCCC[Si](OCC)(OCC)OCC (octanoylthiopropyltriethoxysilane). Isolated yield 86.8%. As a reaction SMILES: N#N.[SH:3][CH2:4][CH2:5][CH2:6][Si:7]([O:14][CH2:15][CH3:16])([O:11][CH2:12][CH3:13])[O:8][CH2:9][CH3:10].[SiH4].[C:18](Cl)(=[O:26])[CH2:19][CH2:20][CH2:21][CH2:22][CH2:23][CH2:24][CH3:25]>CCCCCC.C(N(CC)CC)C>[C:18]([S:3][CH2:4][CH2:5][CH2:6][Si:7]([O:14][CH2:15][CH3:16])([O:8][CH2:9][CH3:10])[O:11][CH2:12][CH3:13])(=[O:26])[CH2:19][CH2:20][CH2:21][CH2:22][CH2:23][CH2:24][CH3:25]. Procedure details: Into a 12-liter, three-necked round bottom flask equipped with mechanical stirrer, addition funnel, thermocouple, heating mantle, N2 inlet, and temperature controller were charged 1,021 grams of 3-mercaptopropyltriethoxysilane (SILQUEST® A-1891 silane from OSi Specialties, Inc., a subsidiary of Crompton Corp. of Greenwich, Conn.), 433 grams of triethylamine, and 3,000 ml hexane. The solution was cooled in an ice bath, and 693 grams of octanoyl chloride were added over a two hour period via the a...